This data is from the Open Reaction Database (ORD), a public repository of structured organic reaction records. The task is: describe an organic reaction: reactants, conditions, products, and yield Starting materials: CC(C)(C)OC(=O)N1CCN(c2cc3[nH]c(Nc4nccn4C4CCCC4)nc3cc2C(=O)Nc2ccc3cn[nH]c3c2)CC1, Cl, C1COCCO1. Product: Cl, O=C(Nc1ccc2cn[nH]c2c1)c1cc2nc(Nc3nccn3C3CCCC3)[nH]c2cc1N1CCNCC1. RXN SMILES: [C:1]([O:2][C:3](=[O:4])[N:8]1[CH2:9][CH2:10][N:11]([c:14]2[cH:15][c:16]3[c:17]([n:18][c:19]([NH:21][c:22]4[n:23]([CH:27]5[CH2:28][CH2:29][CH2:30][CH2:31]5)[cH:24][cH:25][n:26]4)[nH:20]3)[cH:32][c:33]2[C:34]([NH:35][c:36]2[cH:37][cH:38][c:39]3[cH:40][n:41][nH:42][c:43]3[cH:44]2)=[O:45])[CH2:12][CH2:13]1)([CH3:5])([CH3:6])[CH3:7].[ClH:46].[O:47]1[CH2:48][CH2:49][O:50][CH2:51][CH2:52]1>>[ClH:46].[NH:8]1[CH2:9][CH2:10][N:11]([c:14]2[cH:15][c:16]3[c:17]([n:18][c:19]([NH:21][c:22]4[n:23]([CH:27]5[CH2:28][CH2:29][CH2:30][CH2:31]5)[cH:24][cH:25][n:26]4)[nH:20]3)[cH:32][c:33]2[C:34]([NH:35][c:36]2[cH:37][cH:38][c:39]3[cH:40][n:41][nH:42][c:43]3[cH:44]2)=[O:45])[CH2:12][CH2:13]1. Starting materials: [Cl-].[NH4+] (ammonium chloride), CC1=NNC=C1C(=O)OC (methyl 3-methyl-1H-pyrazole-4-carboxylate), ClC1=NC=C(C=C1)C(F)(F)F (2-Chloro-5-trifluoromethylpyridine), [H-].[Na+] (sodium hydride). Run in CN(C=O)C (dimethylformamide). Conditions: time 10 minute. The product is CC1=NN(C=C1C(=O)OC)C1=NC=C(C=C1)C(F)(F)F (methyl 3-methyl-1-[5-(trifluoromethyl)pyridin-2-yl]-1H-pyrazole-4-carboxylate). The yield is 30.6%. Reaction SMILES: [CH3:1][C:2]1[C:6]([C:7]([O:9][CH3:10])=[O:8])=[CH:5][NH:4][N:3]=1.[H-].[Na+].Cl[C:14]1[CH:19]=[CH:18][C:17]([C:20]([F:23])([F:22])[F:21])=[CH:16][N:15]=1.[Cl-].[NH4+]>CN(C)C=O>[CH3:1][C:2]1[C:6]([C:7]([O:9][CH3:10])=[O:8])=[CH:5][N:4]([C:14]2[CH:19]=[CH:18][C:17]([C:20]([F:23])([F:22])[F:21])=[CH:16][N:15]=2)[N:3]=1 |f:1.2,4.5|. Reported procedure: To a solution of methyl 3-methyl-1H-pyrazole-4-carboxylate (5.3 g) synthesized above in dimethylformamide (70 mL) was added sodium hydride (1.9 g, 60% in oil) at 0° C., and the mixture was stirred for 10 min. 2-Chloro-5-trifluoromethylpyridine (7.5 g) was added, and the mixture was stirred at room temperature overnight. Aqueous ammonium chloride solution was added to the reaction mixture, and the mixture was extracted with diethyl ether. The extract was washed with brine, dried over magnesium su... The reactants are CC(C)(C)c1cccc(C(C)(C)C)c1O, [Cl-], O=C(Cl)c1cccnc1Cl, CC(Cl)Cl, O. Yields the product CC(C)(C)c1cc(C(=O)c2cccnc2Cl)cc(C(C)(C)C)c1O. Reaction SMILES: [C:11]([CH3:12])([CH3:13])([CH3:14])[c:15]1[c:16]([OH:25])[c:17]([C:21]([CH3:22])([CH3:23])[CH3:24])[cH:18][cH:19][cH:20]1.[Cl-:26].[Cl:1][c:2]1[c:3]([C:4](=[O:5])[Cl:6])[cH:7][cH:8][cH:9][n:10]1.[Cl:28][CH:29]([Cl:30])[CH3:31].[OH2:27]>>[Cl:1][c:2]1[c:3]([C:4](=[O:5])[c:19]2[cH:18][c:17]([C:21]([CH3:22])([CH3:23])[CH3:24])[c:16]([OH:25])[c:15]([C:11]([CH3:12])([CH3:13])[CH3:14])[cH:20]2)[cH:7][cH:8][cH:9][n:10]1.